From a dataset of the Open Reaction Database (ORD), a public repository of structured organic reaction records. describe an organic reaction: reactants, conditions, products, and yield Starting materials: CO (methanol), C(C)OCC (diethyl ether), CC1=CC=C(C=C1)C=1C(=CC=CC1)C(=O)NC1=CC=C(C(=O)N(C2=C(C=CC=C2)CO)C)C=C1 (4-(4′-methylbiphenyl-2-carboxamido)-N-methyl-N-(2-hydroxymethylphenyl)benzamide), [O-][O-].[Mg+2] (magnesium dioxide). Run in C(Cl)(Cl)Cl (chloroform), C(Cl)(Cl)Cl (chloroform). Yields the product CC1=CC=C(C=C1)C=1C(=CC=CC1)C(=O)NC1=CC=C(C(=O)N(C2=C(C=CC=C2)C=O)C)C=C1 (4-(4′-methylbiphenyl-2-carboxamido)-N-methyl-N-(2-formylphenyl)benzamide). The yield is 93.3%. As a reaction SMILES: [CH3:1][C:2]1[CH:7]=[CH:6][C:5]([C:8]2[C:9]([C:14]([NH:16][C:17]3[CH:34]=[CH:33][C:20]([C:21]([N:23]([CH3:32])[C:24]4[CH:29]=[CH:28][CH:27]=[CH:26][C:25]=4[CH2:30][OH:31])=[O:22])=[CH:19][CH:18]=3)=[O:15])=[CH:10][CH:11]=[CH:12][CH:13]=2)=[CH:4][CH:3]=1.[O-][O-].[Mg+2].CO.C(OCC)C>C(Cl)(Cl)Cl>[CH3:1][C:2]1[CH:3]=[CH:4][C:5]([C:8]2[C:9]([C:14]([NH:16][C:17]3[CH:18]=[CH:19][C:20]([C:21]([N:23]([CH3:32])[C:24]4[CH:29]=[CH:28][CH:27]=[CH:26][C:25]=4[CH:30]=[O:31])=[O:22])=[CH:33][CH:34]=3)=[O:15])=[CH:10][CH:11]=[CH:12][CH:13]=2)=[CH:6][CH:7]=1 |f:1.2|. Procedure details: A mixture of 4-(4′-methylbiphenyl-2-carboxamido)-N-methyl-N-(2-hydroxymethylphenyl)benzamide (225 mg) and magnesium dioxide (651 mg) in chloroform (10 ml) was refluxed for 3 hours and the solution was filtered through Celite. The filtrate was evaporated in vacuo to give a crude oil and the oil was subjected to silica gel column (1% methanol in chloroform). The product was solidified with diethyl ether to give 4-(4′-methylbiphenyl-2-carboxamido)-N-methyl-N-(2-formylphenyl)benzamide (209 mg) as a ... The reactants are ClC1=C2C(=NC=C1CCNC)N(C=C2)S(=O)(=O)C2=CC=C(C)C=C2 (2-(4-Chloro-1-tosyl-1H-pyrrolo[2,3-b]pyridin-5-yl)-N-methylethanamine), CCN(C(C)C)C(C)C (DIEA). Run in C(CC)O (PrOH). Conditions: time 24 hour. The product is CN1CCC=2C1=C1C(=NC2)N(C=C1)S(=O)(=O)C1=CC=C(C)C=C1 (1-methyl-6-tosyl-1,2,3,6-tetrahydrodipyrrolo[2,3-b:2′,3′-d]pyridine). The yield is 51.1%. RXN SMILES: Cl[C:2]1[C:7]([CH2:8][CH2:9][NH:10][CH3:11])=[CH:6][N:5]=[C:4]2[N:12]([S:15]([C:18]3[CH:24]=[CH:23][C:21]([CH3:22])=[CH:20][CH:19]=3)(=[O:17])=[O:16])[CH:13]=[CH:14][C:3]=12.CCN(C(C)C)C(C)C>C(O)CC>[CH3:11][N:10]1[C:2]2=[C:3]3[CH:14]=[CH:13][N:12]([S:15]([C:18]4[CH:24]=[CH:23][C:21]([CH3:22])=[CH:20][CH:19]=4)(=[O:17])=[O:16])[C:4]3=[N:5][CH:6]=[C:7]2[CH2:8][CH2:9]1. Procedure details: 2-(4-Chloro-1-tosyl-1H-pyrrolo[2,3-b]pyridin-5-yl)-N-methylethanamine (0.670 g, 1.84 mmol) in PrOH (20 mL) was heated to about 105° C. for about 44 h. DIEA (0.39 mL, 2.2 mmol) was added and heating was continued at about 105° C. for about 24 h. The mixture was cooled to rt and the solvent was evaporated under reduced pressure. The material was treated with saturated NaHCO3 (15 mL) and water (10 mL) then extracted with DCM (25 mL then 10 mL). The combined organic layers were dried over anhydrous ... Reactants: CN1CCNCC1, CS(C)=O, COc1cc2nc(-c3cccc(-c4ccccc4)c3)nc(Nc3ccc4c(cnn4C(=O)OC(C)(C)C)c3)c2cc1OCCCl. The product is COc1cc2nc(-c3cccc(-c4ccccc4)c3)nc(Nc3ccc4c(cnn4C(=O)OC(C)(C)C)c3)c2cc1OCCN1CCN(C)CC1. As a reaction SMILES: [CH3:46][N:47]1[CH2:48][CH2:49][NH:50][CH2:51][CH2:52]1.[CH3:53][S:54]([CH3:55])=[O:56].[Cl:1][CH2:2][CH2:3][O:4][c:5]1[cH:6][c:7]2[c:8]([NH:29][c:30]3[cH:31][c:32]4[cH:33][n:34][n:35]([C:39](=[O:40])[O:41][C:42]([CH3:43])([CH3:44])[CH3:45])[c:36]4[cH:37][cH:38]3)[n:9][c:10](-[c:17]3[cH:18][c:19](-[c:23]4[cH:24][cH:25][cH:26][cH:27][cH:28]4)[cH:20][cH:21][cH:22]3)[n:11][c:12]2[cH:13][c:14]1[O:15][CH3:16]>>[CH2:2]([CH2:3][O:4][c:5]1[cH:6][c:7]2[c:8]([NH:29][c:30]3[cH:31][c:32]4[cH:33][n:34][n:35]([C:39](=[O:40])[O:41][C:42]([CH3:43])([CH3:44])[CH3:45])[c:36]4[cH:37][cH:38]3)[n:9][c:10](-[c:17]3[cH:18][c:19](-[c:23]4[cH:24][cH:25][cH:26][cH:27][cH:28]4)[cH:20][cH:21][cH:22]3)[n:11][c:12]2[cH:13][c:14]1[O:15][CH3:16])[N:50]1[CH2:49][CH2:48][N:47]([CH3:46])[CH2:52][CH2:51]1. Reactants: CCCC[Sn](CCCC)(CCCC)c1nccs1, CN(C)C=O, COc1cc2nccc(Oc3ccc(C)nc3I)c2cc1OC, O. Product: COc1cc2nccc(Oc3ccc(C)nc3-c3nccs3)c2cc1OC. RXN SMILES: [CH2:29]([Sn:30]([CH2:31][CH2:32][CH2:33][CH3:39])([c:34]1[s:35][cH:36][cH:37][n:38]1)[CH2:40][CH2:41][CH2:42][CH3:43])[CH2:44][CH2:45][CH3:46].[CH3:1][N:2]([CH3:3])[CH:4]=[O:5].[I:6][c:7]1[n:8][c:9]([CH3:28])[cH:10][cH:11][c:12]1[O:13][c:14]1[cH:15][cH:16][n:17][c:18]2[cH:19][c:20]([O:26][CH3:27])[c:21]([O:24][CH3:25])[cH:22][c:23]12.[OH2:47]>>[c:7]1(-[c:34]2[s:35][cH:36][cH:37][n:38]2)[n:8][c:9]([CH3:28])[cH:10][cH:11][c:12]1[O:13][c:14]1[cH:15][cH:16][n:17][c:18]2[cH:19][c:20]([O:26][CH3:27])[c:21]([O:24][CH3:25])[cH:22][c:23]12.